describe an organic reaction: reactants, conditions, products, and yield From a dataset of the Open Reaction Database (ORD), a public repository of structured organic reaction records. Reaction SMILES: [CH2:3]([C:4]#[C:5][CH3:6])[OH:7].[Cl-:17].[Cl:8][c:9]1[n:10][cH:11][n:12][c:13]([Cl:16])[c:14]1[F:15].[H-:1].[NH4+:18].[Na+:2].[O:19]1[CH2:20][CH2:21][CH2:22][CH2:23]1>>[CH2:3]([C:4]#[C:5][CH3:6])[O:7][c:13]1[n:12][cH:11][n:10][c:9]([Cl:8])[c:14]1[F:15]. Starting materials: CC#CCO, [Cl-], Fc1c(Cl)ncnc1Cl, [H-], [NH4+], [Na+], C1CCOC1. Product: CC#CCOc1ncnc(Cl)c1F. Reported procedure: 70 mg of the ethyl 1-{9-[(4S,3R,5R)-3,4-dihydroxy-5-(hydroxymethyl)oxolan-2-yl]-6-(cyclopentylamino)purin-2-yl}pyrazole-4-carboxylate prepared in Example 3 was dissolved in 5 mL of 2M methylamine in methanol in a sealed tube. The mixture was stirred at 50° C. for 24 hours. The solvent was then removed and the residue purified using TLC with a 15:1 dichloromethane:methanol solution to yield (1-{9-[(4S,3R,5R)-3,4-dihydroxy-5-(hydroxymethyl)oxolan-2-yl]-6-(cyclopentylamino)purin-2-yl}pyrazol-4-yl)-... Run in CO (methanol). Reaction SMILES: [OH:1][C@@H:2]1[C@H:6]([OH:7])[C@@H:5]([CH2:8][OH:9])[O:4][CH:3]1[N:10]1[CH:18]=[N:17][C:16]2[C:11]1=[N:12][C:13]([N:25]1[CH:29]=[C:28]([C:30]([O:32]CC)=O)[CH:27]=[N:26]1)=[N:14][C:15]=2[NH:19][CH:20]1[CH2:24][CH2:23][CH2:22][CH2:21]1.[CH3:35][NH2:36]>CO>[OH:1][C@@H:2]1[C@H:6]([OH:7])[C@@H:5]([CH2:8][OH:9])[O:4][CH:3]1[N:10]1[CH:18]=[N:17][C:16]2[C:11]1=[N:12][C:13]([N:25]1[CH:29]=[C:28]([C:30]([NH:36][CH3:35])=[O:32])[CH:27]=[N:26]1)=[N:14][C:15]=2[NH:19][CH:20]1[CH2:24][CH2:23][CH2:22][CH2:21]1. The product is O[C@H]1C(O[C@@H]([C@H]1O)CO)N1C2=NC(=NC(=C2N=C1)NC1CCCC1)N1N=CC(=C1)C(=O)NC ((1-{9-[(4S,3R,5R)-3,4-dihydroxy-5-(hydroxymethyl)oxolan-2-yl]-6-(cyclopentylamino)purin-2-yl}pyrazol-4-yl)-N-methylcarboxamide). Starting materials: O[C@H]1C(O[C@@H]([C@H]1O)CO)N1C2=NC(=NC(=C2N=C1)NC1CCCC1)N1N=CC(=C1)C(=O)OCC (ethyl 1-{9-[(4S,3R,5R)-3,4-dihydroxy-5-(hydroxymethyl)oxolan-2-yl]-6-(cyclopentylamino)purin-2-yl}pyrazole-4-carboxylate), CN (methylamine). Reaction conditions: temperature 50 celsius, time 24 hour. Starting materials: COC(=O)c1cc(-c2ccc(F)cc2)ccc1OCCc1csc(SC(C)(C)C(=O)OC(C)(C)C)n1, CO, [Na+], C1CCOC1, [OH-]. The product is CC(C)(C)OC(=O)C(C)(C)Sc1nc(CCOc2ccc(-c3ccc(F)cc3)cc2C(=O)O)cs1. Reaction SMILES: [CH3:1][O:2][C:3](=[O:4])[c:5]1[cH:6][c:7](-[c:30]2[cH:31][cH:32][c:33]([F:36])[cH:34][cH:35]2)[cH:8][cH:9][c:10]1[O:11][CH2:12][CH2:13][c:14]1[n:15][c:16]([S:19][C:20]([C:21](=[O:22])[O:23][C:24]([CH3:25])([CH3:26])[CH3:27])([CH3:28])[CH3:29])[s:17][cH:18]1.[CH3:39][OH:40].[Na+:38].[O:41]1[CH2:42][CH2:43][CH2:44][CH2:45]1.[OH-:37]>>[O:2]=[C:3]([OH:4])[c:5]1[cH:6][c:7](-[c:30]2[cH:31][cH:32][c:33]([F:36])[cH:34][cH:35]2)[cH:8][cH:9][c:10]1[O:11][CH2:12][CH2:13][c:14]1[n:15][c:16]([S:19][C:20]([C:21](=[O:22])[O:23][C:24]([CH3:25])([CH3:26])[CH3:27])([CH3:28])[CH3:29])[s:17][cH:18]1. The reactants are ClCCC(C=1OC=CC1)SC(CCCl)C=1OC=CC1 (2-chloroethyl-2-furanylmethyl sulfide), stainless steel, C(C)(C)N (isopropylamine), C(Cl)(Cl)Cl (chloroform), O (water). Yields the product Cl.O1C(=CC=C1)CSCCNC(C)C (N-[2-[(2-Furanylmethyl)thio]ethyl]-2-propanamine hydrochloride). RXN SMILES: [Cl:1]CC[CH:4]([S:10][CH:11]([C:15]1[O:16][CH:17]=[CH:18][CH:19]=1)CCCl)[C:5]1OC=CC=1.O.C(Cl)(Cl)Cl.[CH:25]([NH2:28])([CH3:27])[CH3:26]>>[ClH:1].[O:16]1[CH:17]=[CH:18][CH:19]=[C:15]1[CH2:11][S:10][CH2:4][CH2:5][NH:28][CH:25]([CH3:27])[CH3:26] |f:4.5|. Reported procedure: A solution of 2-chloroethyl-2-furanylmethyl sulfide in isopropylamine is agitated 8-12 hr in a stainless steel bomb at 80° C. The reaction mixture is then stripped to dryness and the residue is partitioned between water and chloroform. The chloroform layer is extracted with 1N sulfuric acid; whereupon two layers are obtained: a water phase (upper), and a chloroform phase (lower). The aqueous phase is made alkaline and extracted with chloroform. Evaporation of the organic layer yields the free ba... The reactants are FC1=CC=C(C=C1)C=1NC(SC1CCCl)=O (4-p-fluorophenyl-5-β-chloroethyl-4-thiazolin-2-one), OC1(CCNCC1)C1=CC=C(C=C1)Cl (4-hydroxy-4-(p-chlorophenyl)-piperidine). Solvent: C1(=CC=CC=C1)C (toluene). The product is Cl.FC1=CC=C(C=C1)C=1NC(SC1CCN1CCC(CC1)(C1=CC=C(C=C1)Cl)O)=O (4-p-fluorophenyl-5-β-[4'-hydroxy-4'-(p-chlorophenyl)-piperidino]ethyl-4-thiazolin-2-one hydrochloride). As a reaction SMILES: [F:1][C:2]1[CH:7]=[CH:6][C:5]([C:8]2[NH:9][C:10](=[O:16])[S:11][C:12]=2[CH2:13][CH2:14][Cl:15])=[CH:4][CH:3]=1.[OH:17][C:18]1([C:24]2[CH:29]=[CH:28][C:27]([Cl:30])=[CH:26][CH:25]=2)[CH2:23][CH2:22][NH:21][CH2:20][CH2:19]1>C1(C)C=CC=CC=1>[ClH:15].[F:1][C:2]1[CH:7]=[CH:6][C:5]([C:8]2[NH:9][C:10](=[O:16])[S:11][C:12]=2[CH2:13][CH2:14][N:21]2[CH2:20][CH2:19][C:18]([OH:17])([C:24]3[CH:29]=[CH:28][C:27]([Cl:30])=[CH:26][CH:25]=3)[CH2:23][CH2:22]2)=[CH:4][CH:3]=1 |f:3.4|. Reported procedure: A mixture of 10 g of 4-p-fluorophenyl-5-β-chloroethyl-4-thiazolin-2-one, 16.4 g of 4-hydroxy-4-(p-chlorophenyl)-piperidine, and a catalytic quantity of KI in 200 cc of toluene is heated in a closed tube for 35 hours. The solid present is filtered off and the filtrate is shaken with a 1:1 solution of HCl. A solid precipitates and is dissolved in acetone and recrystallised. M.P. = 192° C (from alcohol).